Dataset: the Open Reaction Database (ORD), a public repository of structured organic reaction records. Task: describe an organic reaction: reactants, conditions, products, and yield Reactants: ClCCl, CO, O=C(Cl)c1ccc[nH]1, c1ccncc1. Yields the product COC(=O)c1ccc[nH]1. Reaction SMILES: [CH2:17]([Cl:18])[Cl:19].[CH3:15][OH:16].[Cl:1][C:2](=[O:3])[c:4]1[nH:5][cH:6][cH:7][cH:8]1.[cH:9]1[cH:10][cH:11][n:12][cH:13][cH:14]1>>[C:2](=[O:3])([c:4]1[nH:5][cH:6][cH:7][cH:8]1)[O:16][CH3:15]. Starting materials: CC1(OB(OC1(C)C)C1=C2C(=NC=C1)N(C(=C2)C2=CCN(CC2)C(=O)OC(C)(C)C)S(=O)(=O)C2=CC=C(C)C=C2)C (tert-butyl 4-(4-(4,4,5,5-tetramethyl-1,3,2-dioxaborolan-2-yl)-1-tosyl-1H-pyrrolo[2,3-b]pyridin-2-yl)-5,6-dihydropyridine-1(2H)-carboxylate), BrC=1C=CC(=NC1)C(=O)NC (5-bromo-N-methylpicolinamide), C([O-])(O)=O.[Na+] (sodium bicarbonate). Run in CN(C=O)C (N,N-dimethylformamide). Conditions: temperature 80 celsius. Product: CNC(=O)C1=CC=C(C=N1)C1=C2C(=NC=C1)N(C(=C2)C2=CCN(CC2)C(=O)OC(C)(C)C)S(=O)(=O)C2=CC=C(C)C=C2 (tert-butyl 4-(4-(6-(methylcarbamoyl)pyridin-3-yl)-1-tosyl-1H-pyrrolo[2,3-b]pyridin-2-yl)-5,6-dihydropyridine-1(2H)-carboxylate). As a reaction SMILES: CC1(C)C(C)(C)OB([C:9]2[CH:14]=[CH:13][N:12]=[C:11]3[N:15]([S:31]([C:34]4[CH:40]=[CH:39][C:37]([CH3:38])=[CH:36][CH:35]=4)(=[O:33])=[O:32])[C:16]([C:18]4[CH2:23][CH2:22][N:21]([C:24]([O:26][C:27]([CH3:30])([CH3:29])[CH3:28])=[O:25])[CH2:20][CH:19]=4)=[CH:17][C:10]=23)O1.Br[C:43]1[CH:44]=[CH:45][C:46]([C:49]([NH:51][CH3:52])=[O:50])=[N:47][CH:48]=1.C(=O)(O)[O-].[Na+]>CN(C)C=O>[CH3:52][NH:51][C:49]([C:46]1[N:47]=[CH:48][C:43]([C:9]2[CH:14]=[CH:13][N:12]=[C:11]3[N:15]([S:31]([C:34]4[CH:40]=[CH:39][C:37]([CH3:38])=[CH:36][CH:35]=4)(=[O:33])=[O:32])[C:16]([C:18]4[CH2:23][CH2:22][N:21]([C:24]([O:26][C:27]([CH3:30])([CH3:29])[CH3:28])=[O:25])[CH2:20][CH:19]=4)=[CH:17][C:10]=23)=[CH:44][CH:45]=1)=[O:50] |f:2.3|. Reported procedure: A mixture of Example 369D (1.700 g, 2.93 mmol), 5-bromo-N-methylpicolinamide (0.757 g, 3.52 mmol), 1,1′-bis(diphenylphosphino)ferrocene-palladium(II)dichloride dichloromethane complex (0.096 g, 0.117 mmol), and saturated sodium bicarbonate solution (10 mL, 2.93 mmol) in N,N-dimethylformamide (40 mL) was degassed and heated at 80° C. for 2 hours. The reaction mixture was filtered, treated with water and brine and extracted twice with ethyl acetate. The combined organic layers were washed with wat... Starting materials: CCOC(=O)CC1CN=C(c2cc3cccc(N(C)S(=O)(=O)c4nccs4)c3[nH]2)S1, CCO, CCOC(C)=O, Cl, [Na+], C1CCOC1, [OH-]. Yields the product CN(c1cccc2cc(C3=NCC(CC(=O)O)S3)[nH]c12)S(=O)(=O)c1nccs1. RXN SMILES: [CH3:1][N:2]([c:3]1[cH:4][cH:5][cH:6][c:7]2[cH:8][c:9]([C:12]3=[N:16][CH2:15][CH:14]([CH2:17][C:18](=[O:19])[O:20][CH2:21][CH3:22])[S:13]3)[nH:10][c:11]12)[S:23](=[O:24])(=[O:25])[c:26]1[s:27][cH:28][cH:29][n:30]1.[CH3:36][CH2:37][OH:38].[CH3:41][CH2:42][O:43][C:44](=[O:45])[CH3:46].[ClH:47].[Na+:40].[O:31]1[CH2:32][CH2:33][CH2:34][CH2:35]1.[OH-:39]>>[CH3:1][N:2]([c:3]1[cH:4][cH:5][cH:6][c:7]2[cH:8][c:9]([C:12]3=[N:16][CH2:15][CH:14]([CH2:17][C:18](=[O:19])[OH:20])[S:13]3)[nH:10][c:11]12)[S:23](=[O:24])(=[O:25])[c:26]1[s:27][cH:28][cH:29][n:30]1.